From a dataset of the Open Reaction Database (ORD), a public repository of structured organic reaction records. describe an organic reaction: reactants, conditions, products, and yield The reactants are O=C([O-])[O-], CCOC(C)=O, Fc1ccc(C(F)(F)F)cc1Cl, [Cs+], [Cs+], CN(C)C=O, O, N#CCC1CC(C(F)(F)F)CN1c1ccc(O)cc1. The product is N#CCC1CC(C(F)(F)F)CN1c1ccc(Oc2ccc(C(F)(F)F)cc2Cl)cc1. Reaction SMILES: [C:32](=[O:33])([O-:34])[O-:35].[CH3:44][CH2:45][O:46][C:47]([CH3:48])=[O:49].[Cl:20][c:21]1[c:22]([F:31])[cH:23][cH:24][c:25]([C:27]([F:28])([F:29])[F:30])[cH:26]1.[Cs+:36].[Cs+:37].[O:38]=[CH:39][N:40]([CH3:41])[CH3:42].[OH2:43].[OH:1][c:2]1[cH:3][cH:4][c:5]([N:8]2[CH:9]([CH2:17][C:18]#[N:19])[CH2:10][CH:11]([C:13]([F:14])([F:15])[F:16])[CH2:12]2)[cH:6][cH:7]1>>[O:1]([c:2]1[cH:3][cH:4][c:5]([N:8]2[CH:9]([CH2:17][C:18]#[N:19])[CH2:10][CH:11]([C:13]([F:14])([F:15])[F:16])[CH2:12]2)[cH:6][cH:7]1)[c:22]1[c:21]([Cl:20])[cH:26][c:25]([C:27]([F:28])([F:29])[F:30])[cH:24][cH:23]1. The reactants are CCOCC, CSC(C)(C(=O)O)c1ccc(CC(C)C)cc1, CC(=O)O, O, [Zn]. Product: CC(C)Cc1ccc(C(C)C(=O)O)cc1. As a reaction SMILES: [CH3:19][CH2:20][O:21][CH2:22][CH3:23].[CH3:1][S:2][C:3]([C:4](=[O:5])[OH:6])([CH3:7])[c:8]1[cH:9][cH:10][c:11]([CH2:14][CH:15]([CH3:16])[CH3:17])[cH:12][cH:13]1.[CH3:24][C:25](=[O:26])[OH:27].[OH2:18].[Zn:28]>>[CH:3]([C:4](=[O:5])[OH:6])([CH3:7])[c:8]1[cH:9][cH:10][c:11]([CH2:14][CH:15]([CH3:16])[CH3:17])[cH:12][cH:13]1. Reactants: C1(=CC=CC=C1)C=1N=C2N(C=NC(=C2)C(=O)OC)C1 (methyl 2-phenylimidazo[1,2-c]pyrimidine-7-carboxylate), C[Si]([O-])(C)C.[K+] (potassium trimethylsilanolate). Run in C1CCOC1 (THF). Reaction conditions: time 30 minute. Product: C1(=CC=CC=C1)C=1N=C2N(C=NC(=C2)C(=O)O)C1 (2-phenylimidazo[1,2-c]pyrimidine-7-carboxylic acid). As a reaction SMILES: [C:1]1([C:7]2[N:8]=[C:9]3[CH:14]=[C:13]([C:15]([O:17]C)=[O:16])[N:12]=[CH:11][N:10]3[CH:19]=2)[CH:6]=[CH:5][CH:4]=[CH:3][CH:2]=1.C[Si](C)(C)[O-].[K+]>C1COCC1>[C:1]1([C:7]2[N:8]=[C:9]3[CH:14]=[C:13]([C:15]([OH:17])=[O:16])[N:12]=[CH:11][N:10]3[CH:19]=2)[CH:2]=[CH:3][CH:4]=[CH:5][CH:6]=1 |f:1.2|. Reported procedure: A 100 mL round bottom flask was charged with methyl 2-phenylimidazo[1,2-c]pyrimidine-7-carboxylate (500 mg, 1.97 mmol) and dissolved in THF (19.70 mL) using sonication. To that stirring solution was added potassium trimethylsilanolate (760 mg, 5.92 mmol). After 30 minutes, TLC showed complete consumption of the starting material. LCMS showed complete consumption of starting material and the formation of a large, more polar peak consistent with the desired product by mass (m/z=240 [M+H]+/Methanol... Reactants: C(C1=CC=CC=C1)OC(=O)N1[C@H](C(N([C@@H](C1)C(N)=O)CCCC(=O)N1C[C@H](C2(CC2)CC1)O)=O)C ((2S,5S)-5-carbamoyl-4-[4-((S)-4-hydroxy-6-aza-spiro[2.5]oct-6-yl)-4-oxo-butyl]-2-methyl-3-oxo-piperazine-1-carboxylic acid benzyl ester), [H][H] (hydrogen). Reagents/catalysts: [Pd] (palladium on charcoal). The product is O[C@H]1C2(CC2)CCN(C1)C(CCCN1[C@@H](CN[C@H](C1=O)C)C(=O)N)=O ((2S,5S)-1-[4-((S)-4-Hydroxy-6-aza-spiro[2.5]oct-6-yl)-4-oxo-butyl]-5-methyl-6-oxo-piperazine-2-carboxylic acid amide). Reaction SMILES: C(OC([N:11]1[CH2:16][C@@H:15]([C:17](=[O:19])[NH2:18])[N:14]([CH2:20][CH2:21][CH2:22][C:23]([N:25]2[CH2:32][CH2:31][C:28]3([CH2:30][CH2:29]3)[C@H:27]([OH:33])[CH2:26]2)=[O:24])[C:13](=[O:34])[C@@H:12]1[CH3:35])=O)C1C=CC=CC=1.[H][H]>[Pd]>[OH:33][C@@H:27]1[CH2:26][N:25]([C:23](=[O:24])[CH2:22][CH2:21][CH2:20][N:14]2[C:13](=[O:34])[C@H:12]([CH3:35])[NH:11][CH2:16][C@H:15]2[C:17]([NH2:18])=[O:19])[CH2:32][CH2:31][C:28]21[CH2:29][CH2:30]2. Procedure: In analogy to the procedure described in the first part of example 120 step E, (2S,5S)-5-carbamoyl-4-[4-((S)-4-hydroxy-6-aza-spiro[2.5]oct-6-yl)-4-oxo-butyl]-2-methyl-3-oxo-piperazine-1-carboxylic acid benzyl ester was treated with 10% palladium on charcoal and the reaction was stirred under 1 atmosphere of hydrogen affording the titled compound in quantitative yield as a colorless foam. MS: 353.4 (MH+). Starting materials: ClC1=C(C=NC2=CC(=C(C=C12)OCC)OCC)C#N (4-chloro-6,7-diethoxy-3-quinolinecarbonitrile), ClC=1C=C(CN)C=CC1Cl (3,4-dichlorobenzylamine). The product is ClC=1C=C(C=CC1Cl)CNC1=C(C=NC2=CC(=C(C=C12)OCC)OCC)C#N (4-(3,4-Dichlorophenylmethylamino)-6,7-diethoxy-3-quinolinecarbonitrile). As a reaction SMILES: Cl[C:2]1[C:11]2[C:6](=[CH:7][C:8]([O:15][CH2:16][CH3:17])=[C:9]([O:12][CH2:13][CH3:14])[CH:10]=2)[N:5]=[CH:4][C:3]=1[C:18]#[N:19].[Cl:20][C:21]1[CH:22]=[C:23]([CH:26]=[CH:27][C:28]=1[Cl:29])[CH2:24][NH2:25]>>[Cl:20][C:21]1[CH:22]=[C:23]([CH2:24][NH:25][C:2]2[C:11]3[C:6](=[CH:7][C:8]([O:15][CH2:16][CH3:17])=[C:9]([O:12][CH2:13][CH3:14])[CH:10]=3)[N:5]=[CH:4][C:3]=2[C:18]#[N:19])[CH:26]=[CH:27][C:28]=1[Cl:29]. Reported procedure: In the manner of Example 61 reaction of 4-chloro-6,7-diethoxy-3-quinolinecarbonitrile with 3,4-dichlorobenzylamine gave the tide compound as a tan solid, mp 163-165° C. Reactants: CCCc1cccc(N(N)CC(=O)OC)c1, CN=C=O, CC#N. The product is CCCc1cccc(N(CC(=O)OC)NC(=O)NC)c1. RXN SMILES: [CH2:1]([CH2:2][CH3:3])[c:4]1[cH:5][c:6]([N:10]([NH2:11])[CH2:12][C:13](=[O:14])[O:15][CH3:16])[cH:7][cH:8][cH:9]1.[CH3:17][N:18]=[C:19]=[O:20].[CH3:21][C:22]#[N:23]>>[CH2:1]([CH2:2][CH3:3])[c:4]1[cH:5][c:6]([N:10]([NH:11][C:19]([NH:18][CH3:17])=[O:20])[CH2:12][C:13](=[O:14])[O:15][CH3:16])[cH:7][cH:8][cH:9]1. Starting materials: ClC1=C(C(=NC2=NC=CC=C12)C1=CC(=CC=C1)F)C (4-chloro-2-(3-fluorophenyl)-3-methyl-1,8-naphthyridine), O1CCN(CC1)C=1C=C2C(=NC1)C1(CN2)CCOCC1 (6′-morpholino-1′,2,2′,3,5,6-hexahydrospiro[pyran-4,3′-pyrrolo[3,2-b]pyridine]), CC(C)([O-])C.[Na+] (sodium tert-butoxide). Reagents/catalysts: CC(C)C1=CC(=C(C(=C1)C(C)C)C2=CC=CC=C2P(C3CCCCC3)C4CCCCC4)C(C)C.C1=CC=C([C-]=C1)CCN.Cl[Pd+] (XPhos precatalyst). Run in C1(=CC=CC=C1)C (toluene). Yields the product FC=1C=C(C=CC1)C1=NC2=NC=CC=C2C(=C1C)N1CC2(C3=NC=C(C=C31)N3CCOCC3)CCOCC2 (1′-(2-(3-fluorophenyl)-3-methyl-1,8-naphthyridin-4-yl)-6′-(4-morpholinyl)-1′,2,2′,3,5,6-hexahydrospiro[pyran-4,3′-pyrrolo[3,2-b]pyridine]). RXN SMILES: Cl[C:2]1[C:11]2[C:6](=[N:7][CH:8]=[CH:9][CH:10]=2)[N:5]=[C:4]([C:12]2[CH:17]=[CH:16][CH:15]=[C:14]([F:18])[CH:13]=2)[C:3]=1[CH3:19].[O:20]1[CH2:25][CH2:24][N:23]([C:26]2[CH:27]=[C:28]3[NH:34][CH2:33][C:32]4([CH2:39][CH2:38][O:37][CH2:36][CH2:35]4)[C:29]3=[N:30][CH:31]=2)[CH2:22][CH2:21]1.CC(C)([O-])C.[Na+]>CC(C1C=C(C(C)C)C(C2C(P(C3CCCCC3)C3CCCCC3)=CC=CC=2)=C(C(C)C)C=1)C.C1C=[C-]C(CCN)=CC=1.Cl[Pd+].C1(C)C=CC=CC=1>[F:18][C:14]1[CH:13]=[C:12]([C:4]2[C:3]([CH3:19])=[C:2]([N:34]3[C:28]4[C:29](=[N:30][CH:31]=[C:26]([N:23]5[CH2:24][CH2:25][O:20][CH2:21][CH2:22]5)[CH:27]=4)[C:32]4([CH2:39][CH2:38][O:37][CH2:36][CH2:35]4)[CH2:33]3)[C:11]3[C:6](=[N:7][CH:8]=[CH:9][CH:10]=3)[N:5]=2)[CH:17]=[CH:16][CH:15]=1 |f:2.3,4.5.6|. Procedure: Prepared according to procedure Y using 4-chloro-2-(3-fluorophenyl)-3-methyl-1,8-naphthyridine (49.5 mg, 0.182 mmol), 6′-morpholino-1′,2,2′,3,5,6-hexahydrospiro[pyran-4,3′-pyrrolo[3,2-b]pyridine] (50 mg, 0.182 mmol), sodium tert-butoxide (34.9 mg, 0.363 mmol) and XPhos precatalyst (13.35 mg, 0.018 mmol) in toluene (4 mL) for 2 hours at 110° C. Purification by reverse phase HPLC (10 to 60% acetonitrile in water) gave 1′-(2-(3-fluorophenyl)-3-methyl-1,8-naphthyridin-4-yl)-6′-(4-morpholinyl)-1′,2,2...